This data is from the Open Reaction Database (ORD), a public repository of structured organic reaction records. The task is: describe an organic reaction: reactants, conditions, products, and yield Starting materials: BrCCCCCCBr, [Na+], [OH-], O, OCCCSc1ccccc1. Product: BrCCCCCCOCCCSc1ccccc1. Reaction SMILES: [Br:12][CH2:13][CH2:14][CH2:15][CH2:16][CH2:17][CH2:18][Br:19].[Na+:21].[OH-:20].[OH2:22].[c:1]1([S:7][CH2:8][CH2:9][CH2:10][OH:11])[cH:2][cH:3][cH:4][cH:5][cH:6]1>>[c:1]1([S:7][CH2:8][CH2:9][CH2:10][O:11][CH2:18][CH2:17][CH2:16][CH2:15][CH2:14][CH2:13][Br:12])[cH:2][cH:3][cH:4][cH:5][cH:6]1. Starting materials: CC1(C)C2CCC(C2)C1CCC(O)CCC1C2CCC(C2)C1(C)C, O=S(Cl)Cl, c1ccncc1. Yields the product CC1(C)C2CCC(C2)C1CCC(Cl)CCC1C2CCC(C2)C1(C)C. Reaction SMILES: [CH3:1][C:2]1([CH3:24])[CH:3]([CH2:9][CH2:10][CH:11]([CH2:12][CH2:13][CH:14]2[CH:15]3[CH2:16][CH2:17][CH:18]([C:19]2([CH3:20])[CH3:21])[CH2:22]3)[OH:23])[CH:4]2[CH2:5][CH2:6][CH:7]1[CH2:8]2.[S:25]([Cl:26])([Cl:27])=[O:28].[cH:29]1[cH:30][cH:31][n:32][cH:33][cH:34]1>>[CH3:1][C:2]1([CH3:24])[CH:3]([CH2:9][CH2:10][CH:11]([CH2:12][CH2:13][CH:14]2[CH:15]3[CH2:16][CH2:17][CH:18]([C:19]2([CH3:20])[CH3:21])[CH2:22]3)[Cl:27])[CH:4]2[CH2:5][CH2:6][CH:7]1[CH2:8]2.